From a dataset of the Open Reaction Database (ORD), a public repository of structured organic reaction records. describe an organic reaction: reactants, conditions, products, and yield Starting materials: 4-aryl-1,2,4-triazol-3-ones, NN (hydrazine), raw material, C1(=CC=CC=C1)NC(=O)N (phenylurea), NN (hydrazine). The product is C1(=CC=CC=C1)NC(NN)=O (4-phenylsemicarbazide). As a reaction SMILES: [NH2:1]N.[C:3]1([NH:9][C:10]([NH2:12])=[O:11])[CH:8]=[CH:7][CH:6]=[CH:5][CH:4]=1>>[C:3]1([NH:9][C:10](=[O:11])[NH:12][NH2:1])[CH:8]=[CH:7][CH:6]=[CH:5][CH:4]=1. Procedure: Other known methods for the preparation of 4-aryl-1,2,4-triazol-3-ones involve the use of hydrazine as a raw material. In one such method, phenylurea is reacted with hydrazine to give a 4-phenylsemicarbazide. The semicarbazide is then condensed with ethyl formate to give the 4-phenyltriazolone. The overall yield from this method is about 20%. In another method, a 4-phenylsemicarbazide is reacted with formic acid to form the 1-formyl-4-phenylsemicarbazide intermediate, followed by intramolecular ... The reactants are C(#N)C=1C=C(COC=2C=C(C(=O)O)C=C(C2)OC2=CC=C(C=C2)C#N)C=CC1 (3-(3-cyano-benzyloxy)-5-(4-cyano-phenoxy)-benzoic acid), C(C)(C)(C)OC(NCCC1CCNCC1)=O ((2-piperidin-4-yl-ethyl)-carbamic acid tert-butyl ester). Product: C(C)(C)(C)OC(NCCC1CCN(CC1)C(C1=CC(=CC(=C1)OC1=CC=C(C=C1)C#N)OCC1=CC(=CC=C1)C#N)=O)=O ((2-{1-[3-(3-cyanobenzyloxy)-5-(4-cyanophenoxy)benzoyl]piperidin-4-yl}ethyl)-carbamic Acid Tert-butyl Ester). Yield: 59.7%. RXN SMILES: [C:1]([C:3]1[CH:4]=[C:5]([CH:26]=[CH:27][CH:28]=1)[CH2:6][O:7][C:8]1[CH:9]=[C:10]([CH:14]=[C:15]([O:17][C:18]2[CH:23]=[CH:22][C:21]([C:24]#[N:25])=[CH:20][CH:19]=2)[CH:16]=1)[C:11](O)=[O:12])#[N:2].[C:29]([O:33][C:34](=[O:44])[NH:35][CH2:36][CH2:37][CH:38]1[CH2:43][CH2:42][NH:41][CH2:40][CH2:39]1)([CH3:32])([CH3:31])[CH3:30]>>[C:29]([O:33][C:34](=[O:44])[NH:35][CH2:36][CH2:37][CH:38]1[CH2:39][CH2:40][N:41]([C:11](=[O:12])[C:10]2[CH:14]=[C:15]([O:17][C:18]3[CH:19]=[CH:20][C:21]([C:24]#[N:25])=[CH:22][CH:23]=3)[CH:16]=[C:8]([O:7][CH2:6][C:5]3[CH:26]=[CH:27][CH:28]=[C:3]([C:1]#[N:2])[CH:4]=3)[CH:9]=2)[CH2:42][CH2:43]1)([CH3:32])([CH3:30])[CH3:31]. Procedure: Following the procedure of Example 5(c) 3-(3-cyano-benzyloxy)-5-(4-cyano-phenoxy)-benzoic acid 0.75 g (2.02 mmol) and (2-piperidin-4-yl-ethyl)-carbamic acid tert-butyl ester (0.46 g, 2.02 mmol) were used to afford 0.7 g of the required product. Percentage purity (LCMS): 62.3%, (M+1)=480.2+1 (de-Boc mass, −100). Starting materials: NC1=NC(=CC(=C1CO)C=1C=C(C=CC1)NC(CCCl)=O)C1=C(C=CC=C1)O (N-{3-[2-amino-3-(hydroxymethyl)-6-(2-hydroxyphenyl)-4-pyridinyl]phenyl}-3-chloropropanamide), [I-].[Na+] (sodium iodide), N1CCCCC1 (piperidine). The solvent is O (water), C(C)#N (acetonitrile). Conditions: temperature 75 celsius, time 8 hour. Yields the product NC1=NC(=CC(=C1CO)C=1C=C(C=CC1)NC(CCN1CCCCC1)=O)C1=C(C=CC=C1)O (N-{3-[2-amino-3-(hydroxymethyl)-6-(2-hydroxyphenyl)-4-pyridinyl]phenyl}-3-(1-piperidinyl)propanamide). Isolated yield 77.0%. RXN SMILES: [NH2:1][C:2]1[C:7]([CH2:8][OH:9])=[C:6]([C:10]2[CH:11]=[C:12]([NH:16][C:17](=[O:21])[CH2:18][CH2:19]Cl)[CH:13]=[CH:14][CH:15]=2)[CH:5]=[C:4]([C:22]2[CH:27]=[CH:26][CH:25]=[CH:24][C:23]=2[OH:28])[N:3]=1.[I-].[Na+].[NH:31]1[CH2:36][CH2:35][CH2:34][CH2:33][CH2:32]1>C(#N)C.O>[NH2:1][C:2]1[C:7]([CH2:8][OH:9])=[C:6]([C:10]2[CH:11]=[C:12]([NH:16][C:17](=[O:21])[CH2:18][CH2:19][N:31]3[CH2:36][CH2:35][CH2:34][CH2:33][CH2:32]3)[CH:13]=[CH:14][CH:15]=2)[CH:5]=[C:4]([C:22]2[CH:27]=[CH:26][CH:25]=[CH:24][C:23]=2[OH:28])[N:3]=1 |f:1.2|. Procedure details: To a solution of N-{3-[2-amino-3-(hydroxymethyl)-6-(2-hydroxyphenyl)-4-pyridinyl]phenyl}-3-chloropropanamide (0.065 g, 0.16 mmol) and sodium iodide (0.007 g, 0.05 mmol) in acetonitrile (5 mL) was added piperidine (0.16 mL, 1.63 mmol), and the mixture was stirred at 75° C. overnight. After cooled to room temperature, the resulting mixture was diluted with water and extracted with ethyl acetate. The separated organic phase was washed with brine, dried over Na2SO4, filtered and concentrated under r... The reactants are CC(=O)OCC(OC(C)=O)C(COCC(OC(C)=O)C(COC(C)=O)OC(C)=O)OC(C)=O, CC(=O)OC(C)=O, Nc1nc2c(ncn2C2OC(CO)C(O)C2O)c(=O)[nH]1, O, Cc1ccc(S(=O)(=O)O)cc1. The product is Nc1nc2c(ncn2COC(CO)CO)c(=O)[nH]1. RXN SMILES: [C:40]([O:41][CH2:42][CH:43]([O:44][C:45](=[O:46])[CH3:47])[CH:48]([O:49][C:50](=[O:51])[CH3:52])[CH2:53][O:54][CH2:55][CH:56]([O:57][C:58](=[O:59])[CH3:60])[CH:61]([O:62][C:63](=[O:64])[CH3:65])[CH2:66][O:67][C:68](=[O:69])[CH3:70])(=[O:71])[CH3:72].[CH3:1][C:2]([O:3][C:4](=[O:5])[CH3:6])=[O:7].[NH2:20][c:21]1[n:22][c:23]2[n:24]([CH:31]3[O:32][CH:33]([CH2:34][OH:35])[CH:36]([OH:37])[CH:38]3[OH:39])[cH:25][n:26][c:27]2[c:28](=[O:29])[nH:30]1.[OH2:8].[c:9]1([CH3:10])[cH:11][cH:12][c:13]([S:14]([OH:15])(=[O:16])=[O:17])[cH:18][cH:19]1>>[NH2:20][c:21]1[n:22][c:23]2[n:24]([CH2:31][O:32][CH:33]([CH2:34][OH:35])[CH2:36][OH:37])[cH:25][n:26][c:27]2[c:28](=[O:29])[nH:30]1. Starting materials: ClC1=CC=C(C=C1)NC(=O)C1NC(CC2=CC=CC=C12)C(=O)O ((4-chlorophenylaminocarbonyl)-1,2,3,4-tetrahydroisoquinoline-3-carboxylic acid), S1CN(CC1)C(=O)C1=CC=C(C=C1)N (4-(3-thiazolidinylcarbonyl)phenylamine), C(CCl)Cl (EDC). The solvent is CN(C)C=O (DMF). Run at time 8 hour. The product is S1CN(CC1)C(=O)C1=CC=C(C=C1)NC(=O)C1N(CC2=CC=CC=C2C1)C(=O)NC1=CC=C(C=C1)Cl (N-[4-(3-thiazolidinylcarbonyl)phenyl]-2N-(4-chlorophenylaminocarbonyl)-1,2,3,4-tetrahydroisoquinoline-3-carboxamide). Yield: 81.9%. RXN SMILES: Cl[C:2]1[CH:7]=[CH:6][C:5]([NH:8][C:9]([CH:11]2[C:20]3[C:15](=[CH:16][CH:17]=[CH:18][CH:19]=3)[CH2:14][CH:13](C(O)=O)[NH:12]2)=[O:10])=[CH:4][CH:3]=1.[S:24]1[CH2:28][CH2:27][N:26]([C:29](C2C=CC(N)=CC=2)=[O:30])[CH2:25]1.[CH2:38]([Cl:41])[CH2:39]Cl>CN(C=O)C>[S:24]1[CH2:28][CH2:27][N:26]([C:29]([C:2]2[CH:3]=[CH:4][C:5]([NH:8][C:9]([CH:11]3[CH2:20][C:15]4[C:14](=[CH:19][CH:18]=[CH:17][CH:16]=4)[CH2:13][N:12]3[C:9]([NH:8][C:5]3[CH:6]=[CH:39][C:38]([Cl:41])=[CH:3][CH:4]=3)=[O:10])=[O:10])=[CH:6][CH:7]=2)=[O:30])[CH2:25]1. Procedure: To a solution of 2N-(4-chlorophenylaminocarbonyl)-1,2,3,4-tetrahydroisoquinoline-3-carboxylic acid (50 mg, 0.15 mmol) and 4-(3-thiazolidinylcarbonyl)phenylamine (30 mg, 0.14 mmol) in DMF (2 mL), EDC (54 mg, 0.28 mmol) was added. The reaction mixture was stirred at room temperature overnight. It was then concentrated in vacuo. The residue was purified by HPLC to give the titled compound as a white powder (32 mg). MS 521.0 and 523.0 (M+H, Cl pattern). Reactants: CS(=O)(=O)OS(C)(=O)=O, CCN(C(C)C)C(C)C, Fc1ccccc1N1CCNCC1, OCc1cc2ccccc2s1. Product: Fc1ccccc1N1CCN(Cc2cc3ccccc3s2)CC1. As a reaction SMILES: [CH3:12][S:13]([O:14][S:15]([CH3:16])(=[O:17])=[O:18])(=[O:19])=[O:20].[CH:21]([N:22]([CH2:23][CH3:24])[CH:25]([CH3:26])[CH3:27])([CH3:28])[CH3:29].[F:30][c:31]1[c:32]([N:37]2[CH2:38][CH2:39][NH:40][CH2:41][CH2:42]2)[cH:33][cH:34][cH:35][cH:36]1.[s:1]1[c:2]([CH2:10][OH:11])[cH:3][c:4]2[c:5]1[cH:6][cH:7][cH:8][cH:9]2>>[s:1]1[c:2]([CH2:10][N:40]2[CH2:39][CH2:38][N:37]([c:32]3[c:31]([F:30])[cH:36][cH:35][cH:34][cH:33]3)[CH2:42][CH2:41]2)[cH:3][c:4]2[c:5]1[cH:6][cH:7][cH:8][cH:9]2.